This data is from the Open Reaction Database (ORD), a public repository of structured organic reaction records. The task is: describe an organic reaction: reactants, conditions, products, and yield Starting materials: ClC=1C=C2C=C(N(C2=CC1)C1=CC(=CC=C1)C(F)(F)F)C(CCCCCC)NC1=CC=C(C(=O)OC)C=C1 (methyl 4-[(1-{5-chloro-1-[3-(trifluoromethyl)phenyl]-1H-indol-2-yl}heptyl)amino]benzoate), O1CCCC1 (tetrahydrofuran), [OH-].[Na+] (sodium hydroxide). Run in C(C)O (ethanol). Conditions: time 8 hour. Product: ClC=1C=C2C=C(N(C2=CC1)C1=CC(=CC=C1)C(F)(F)F)C(CCCCCC)NC1=CC=C(C(=O)O)C=C1 (4-[(1-{5-chloro-1-[3-(trifluoromethyl)phenyl]-1H-indol-2-yl}heptyl)amino]benzoic acid). Isolated yield 93.7%. RXN SMILES: [Cl:1][C:2]1[CH:3]=[C:4]2[C:8](=[CH:9][CH:10]=1)[N:7]([C:11]1[CH:16]=[CH:15][CH:14]=[C:13]([C:17]([F:20])([F:19])[F:18])[CH:12]=1)[C:6]([CH:21]([NH:28][C:29]1[CH:38]=[CH:37][C:32]([C:33]([O:35]C)=[O:34])=[CH:31][CH:30]=1)[CH2:22][CH2:23][CH2:24][CH2:25][CH2:26][CH3:27])=[CH:5]2.O1CCCC1.[OH-].[Na+]>C(O)C>[Cl:1][C:2]1[CH:3]=[C:4]2[C:8](=[CH:9][CH:10]=1)[N:7]([C:11]1[CH:16]=[CH:15][CH:14]=[C:13]([C:17]([F:20])([F:19])[F:18])[CH:12]=1)[C:6]([CH:21]([NH:28][C:29]1[CH:30]=[CH:31][C:32]([C:33]([OH:35])=[O:34])=[CH:37][CH:38]=1)[CH2:22][CH2:23][CH2:24][CH2:25][CH2:26][CH3:27])=[CH:5]2 |f:2.3|. Reported procedure: To a mixture of methyl 4-[(1-{5-chloro-1-[3-(trifluoromethyl)phenyl]-1H-indol-2-yl}heptyl)amino]benzoate (645 mg) synthesized above, tetrahydrofuran (5 mL) and ethanol (5 mL) was added 1N aqueous sodium hydroxide solution (5.00 mL), and the mixture was stirred overnight with heating under reflux, and concentrated under reduced pressure. The residue was dissolved in water (10 mL), and 1N hydrochloric acid (5.00 mL) was added at 0° C. The resulting precipitate was collected by filtration to give t... The reactants are O=C([O-])[O-], CN(C)C=O, CCOC(C)=O, CC(C)N1CCN(C(CN2CCN(CCCCc3c(O)ccc4ccccc34)CC2)c2ccc(F)cc2)CC1, CC(C)I, [K+], [K+]. The product is CC(C)Oc1ccc2ccccc2c1CCCCN1CCN(CC(c2ccc(F)cc2)N2CCN(C(C)C)CC2)CC1. Reaction SMILES: [C:40](=[O:41])([O-:42])[O-:43].[CH3:50][N:51]([CH3:52])[CH:53]=[O:54].[CH3:55][CH2:56][O:57][C:58](=[O:59])[CH3:60].[F:1][c:2]1[cH:3][cH:4][c:5]([CH:8]([CH2:9][N:10]2[CH2:11][CH2:12][N:13]([CH2:16][CH2:17][CH2:18][CH2:19][c:20]3[c:21]([OH:30])[cH:22][cH:23][c:24]4[cH:25][cH:26][cH:27][cH:28][c:29]34)[CH2:14][CH2:15]2)[N:31]2[CH2:32][CH2:33][N:34]([CH:37]([CH3:38])[CH3:39])[CH2:35][CH2:36]2)[cH:6][cH:7]1.[I:46][CH:47]([CH3:48])[CH3:49].[K+:44].[K+:45]>>[F:1][c:2]1[cH:3][cH:4][c:5]([CH:8]([CH2:9][N:10]2[CH2:11][CH2:12][N:13]([CH2:16][CH2:17][CH2:18][CH2:19][c:20]3[c:21]([O:30][CH:47]([CH3:48])[CH3:49])[cH:22][cH:23][c:24]4[cH:25][cH:26][cH:27][cH:28][c:29]34)[CH2:14][CH2:15]2)[N:31]2[CH2:32][CH2:33][N:34]([CH:37]([CH3:38])[CH3:39])[CH2:35][CH2:36]2)[cH:6][cH:7]1. Reactants: N#Cc1ccccc1C#N, CCO, ClC(Cl)Cl, Cl. Product: CCOC(=N)c1ccccc1C#N, Cl. RXN SMILES: [C:1]([c:2]1[c:3]([C:4]#[N:5])[cH:6][cH:7][cH:8][cH:9]1)#[N:10].[CH3:12][CH2:13][OH:14].[CH:15]([Cl:16])([Cl:17])[Cl:18].[ClH:11]>>[C:1]([c:2]1[c:3]([C:4]#[N:5])[cH:6][cH:7][cH:8][cH:9]1)(=[NH:10])[O:14][CH2:13][CH3:12].[ClH:11]. Reactants: O(C1=CC=CC=C1)C1=CC=CC(=N1)C#N (6-phenoxy-pyridine-2-carbonitrile). Reagents/catalysts: [C].[Pd] (Palladium-carbon). Solvent: CO (methanol). Run at time 24 hour. Product: O(C1=CC=CC=C1)C1=CC=CC(=N1)CN (C-(6-Phenoxy-pyridin-2-yl)-methylamine). Yield: 63.7%. Reaction SMILES: [O:1]([C:8]1[N:13]=[C:12]([C:14]#[N:15])[CH:11]=[CH:10][CH:9]=1)[C:2]1[CH:7]=[CH:6][CH:5]=[CH:4][CH:3]=1>CO.[C].[Pd]>[O:1]([C:8]1[N:13]=[C:12]([CH2:14][NH2:15])[CH:11]=[CH:10][CH:9]=1)[C:2]1[CH:3]=[CH:4][CH:5]=[CH:6][CH:7]=1 |f:2.3|. Procedure: 10% Palladium-carbon (50 mg) was added to a solution of the resulting 6-phenoxy-pyridine-2-carbonitrile (100 mg, 0.51 mmol) in methanol (5.0 mL), the mixture was stirred at room temperature for 24 hours under hydrogen atmosphere (1 atm). The catalyst was removed by filtration, and the filtrate was concentrated to obtain the title compound (65 mg, 64%) as a colorless oil. Reactants: CS(=O)(=O)Cl (methanesulfonyl chloride), ON=C(C(=O)OCC)C#N (Ethyl 2-hydroxyimino-2-cyanoacetate), C([O-])([O-])=O.[K+].[K+] (potassium carbonate), C1=CC=CC=C1 (benzene). The solvent is O (water). Reaction conditions: time 8 hour. The product is CS(=O)(=O)ON=C(C(=O)OCC)C#N (ethyl 2-methanesulfonyloxyimino-2-cyanoacetate). The yield is 86.3%. As a reaction SMILES: [OH:1][N:2]=[C:3]([C:9]#[N:10])[C:4]([O:6][CH2:7][CH3:8])=[O:5].C(=O)([O-])[O-].[K+].[K+].C1C=CC=CC=1.[CH3:23][S:24](Cl)(=[O:26])=[O:25]>O>[CH3:23][S:24]([O:1][N:2]=[C:3]([C:9]#[N:10])[C:4]([O:6][CH2:7][CH3:8])=[O:5])(=[O:26])=[O:25] |f:1.2.3|. Reported procedure: Ethyl 2-hydroxyimino-2-cyanoacetate (28.4 g) and anhydrous potassium carbonate (13.8 g) are dissolved in water (100 ml) and thereto is added benzene (10 ml). To the mixture is added dropwise methanesulfonyl chloride (15.6 ml) with stirring under ice-cooling and the mixture is further stirred for 1 hour. After allowing to stand overnight, the reaction mixture is extracted with ethyl acetate (300 ml). The extract is washed with water and dried over anhydrous magnesium sulfate. After drying, the so...